From a dataset of the Open Reaction Database (ORD), a public repository of structured organic reaction records. describe an organic reaction: reactants, conditions, products, and yield Reactants: COC(=O)c1[nH]c(=O)c2ccc(Br)cc2c1-c1ccccc1, ClCc1ccc(Cl)nc1, [H-], [Na+], CN(C)C=O, O. The product is COC(=O)c1c(-c2ccccc2)c2cc(Br)ccc2c(=O)n1Cc1ccc(Cl)nc1. RXN SMILES: [CH3:1][O:2][C:3](=[O:4])[c:5]1[nH:6][c:7](=[O:22])[c:8]2[cH:9][cH:10][c:11]([Br:21])[cH:12][c:13]2[c:14]1-[c:15]1[cH:16][cH:17][cH:18][cH:19][cH:20]1.[Cl:25][c:26]1[n:27][cH:28][c:29]([CH2:32][Cl:33])[cH:30][cH:31]1.[H-:23].[Na+:24].[O:35]=[CH:36][N:37]([CH3:38])[CH3:39].[OH2:34]>>[CH3:1][O:2][C:3](=[O:4])[c:5]1[n:6]([CH2:32][c:29]2[cH:28][n:27][c:26]([Cl:25])[cH:31][cH:30]2)[c:7](=[O:22])[c:8]2[cH:9][cH:10][c:11]([Br:21])[cH:12][c:13]2[c:14]1-[c:15]1[cH:16][cH:17][cH:18][cH:19][cH:20]1. The reactants are ClCCl, CC(C)O, O=C(Cl)C(Cl)=C(Cl)Cl. Yields the product CC(C)OC(=O)C(Cl)=C(Cl)Cl. RXN SMILES: [CH2:13]([Cl:14])[Cl:15].[CH:1]([CH3:2])([CH3:3])[OH:4].[Cl:5][C:6]([C:7](=[O:8])[Cl:9])=[C:10]([Cl:11])[Cl:12]>>[CH:1]([CH3:2])([CH3:3])[O:4][C:7]([C:6]([Cl:5])=[C:10]([Cl:11])[Cl:12])=[O:8]. Starting materials: C(C)(C)(C)OC(NC(CC1=CC=CC=C1)C=1NC(C=C(C1)C1=CC=C(C=C1)[N+](=O)[O-])=O)=O ({1-[4-(4-Nitro-phenyl)-6-oxo-1,6-dihydro-pyridin-2-yl]-2-phenyl-ethyl}-carbamic acid tert-butyl ester), COP(OC)(=O)CC([C@H](CC1=CC=CC=C1)NC(=O)OC(C)(C)C)=O (((S)-3-tert-butoxycarbonylamino-2-oxo-4-phenyl-butyl)-phosphonic acid dimethyl ester), [N+](=O)([O-])C1=CC=C(C=O)C=C1 (4-nitrobenzaldehyde), C([O-])([O-])=O.[K+].[K+] (potassium carbonate). Run in C(C)O (ethanol), CCOC(=O)C (EtOAc). Reaction conditions: time 5 hour. Product: C(C)(C)(C)OC(N[C@H](C(\C=C\C1=CC=C(C=C1)[N+](=O)[O-])=O)CC1=CC=CC=C1)=O ([(E)-(S)-1-benzyl-4-(4-nitro-phenyl)-2-oxo-but-3-enyl]-carbamic acid tert-butyl ester). As a reaction SMILES: [C:1]([O:5][C:6](=[O:32])[NH:7][CH:8]([C:16]1NC(=O)C=[C:20]([C:22]2[CH:27]=[CH:26][C:25]([N+:28]([O-:30])=[O:29])=[CH:24][CH:23]=2)[CH:21]=1)[CH2:9][C:10]1[CH:15]=[CH:14][CH:13]=[CH:12][CH:11]=1)([CH3:4])([CH3:3])[CH3:2].C[O:34]P(CC(=O)[C@@H](NC(OC(C)(C)C)=O)CC1C=CC=CC=1)(=O)OC.[N+](C1C=CC(C=O)=CC=1)([O-])=O.C(=O)([O-])[O-].[K+].[K+]>C(O)C.CCOC(C)=O>[C:1]([O:5][C:6](=[O:32])[NH:7][C@@H:8]([CH2:9][C:10]1[CH:15]=[CH:14][CH:13]=[CH:12][CH:11]=1)[C:16](=[O:34])/[CH:21]=[CH:20]/[C:22]1[CH:27]=[CH:26][C:25]([N+:28]([O-:30])=[O:29])=[CH:24][CH:23]=1)([CH3:4])([CH3:3])[CH3:2] |f:3.4.5|. Procedure: {1-[4-(4-Nitro-phenyl)-6-oxo-1,6-dihydro-pyridin-2-yl]-2-phenyl-ethyl}-carbamic acid tert-butyl ester: A suspension of ((S)-3-tert-butoxycarbonylamino-2-oxo-4-phenyl-butyl)-phosphonic acid dimethyl ester (1.114 g, 3 mmol, Resmini, M. et al., Tetrahedron Asymmetry, 2004, 15, 1847), 4-nitrobenzaldehyde (0.453 g, 3 mmol) and potassium carbonate (0.415 g, 3 mmol) in ethanol (60 mL) was stirred at rt for 5 h. The reaction mixture was diluted with EtOAc, washed with water, brine, and dried over Na2SO4... Reactants: [O-2].[O-2].[O-2].[O-2].[O-2].[V+5].[V+5] (vanadium pentoxide), C(C)C(C(=O)O)CCCC (2-ethylhexanoic acid), mineral spirits. Run at temperature 95 celsius. Yields the product C(C)C(C(=O)[O-])CCCC.[V+5].C(C)C(C(=O)[O-])CCCC.C(C)C(C(=O)[O-])CCCC.C(C)C(C(=O)[O-])CCCC.C(C)C(C(=O)[O-])CCCC (Vanadium 2-ethylhexanoate). RXN SMILES: [O-2].[O-2].[O-2].[O-2].[O-2].[V+5:6].[V+5].[CH2:8]([CH:10]([CH2:14][CH2:15][CH2:16][CH3:17])[C:11]([OH:13])=[O:12])[CH3:9]>>[CH2:8]([CH:10]([CH2:14][CH2:15][CH2:16][CH3:17])[C:11]([O-:13])=[O:12])[CH3:9].[V+5:6].[CH2:8]([CH:10]([CH2:14][CH2:15][CH2:16][CH3:17])[C:11]([O-:13])=[O:12])[CH3:9].[CH2:8]([CH:10]([CH2:14][CH2:15][CH2:16][CH3:17])[C:11]([O-:13])=[O:12])[CH3:9].[CH2:8]([CH:10]([CH2:14][CH2:15][CH2:16][CH3:17])[C:11]([O-:13])=[O:12])[CH3:9].[CH2:8]([CH:10]([CH2:14][CH2:15][CH2:16][CH3:17])[C:11]([O-:13])=[O:12])[CH3:9] |f:0.1.2.3.4.5.6,8.9.10.11.12.13|. Reported procedure: A mixture of 21.5 grams (0.236 mole) of vanadium pentoxide, 128.1 grams (0.884 mole) of 2-ethylhexanoic acid (acid number 387) and 100 grams of mineral spirits was heated to 95° C. for 4.5 hours with no reaction occurring. Reactants: C1OC=2C=C(CC3NCCC4=CC(=C(C=C34)OC)OC)C=CC2O1 (1-(3,4-Methylenedioxy-benzyl)-6,7-dimethoxy-1,2,3,4-tetrahydroisoquinoline), BrCC(=O)Br (2-bromoacetyl bromide), C(C)OC1=C(CN)C=CC=C1 (2-ethoxy-benzylamine). Product: C1OC=2C=C(CC3N(CCC4=CC(=C(C=C34)OC)OC)CC(=O)NCC3=C(C=CC=C3)OCC)C=CC2O1 (2-[1-(3,4-Methylenedioxy-benzyl)-6,7-dimethoxy-3,4-dihydro-1H-isoquinolin-2-yl]-N-(2-ethoxy-benzyl)-acetamide). As a reaction SMILES: [CH2:1]1[O:24][C:23]2[CH:22]=[CH:21][C:5]([CH2:6][CH:7]3[C:16]4[C:11](=[CH:12][C:13]([O:19][CH3:20])=[C:14]([O:17][CH3:18])[CH:15]=4)[CH2:10][CH2:9][NH:8]3)=[CH:4][C:3]=2[O:2]1.Br[CH2:26][C:27](Br)=[O:28].[CH2:30]([O:32][C:33]1[CH:40]=[CH:39][CH:38]=[CH:37][C:34]=1[CH2:35][NH2:36])[CH3:31]>>[CH2:1]1[O:24][C:23]2[CH:22]=[CH:21][C:5]([CH2:6][CH:7]3[C:16]4[C:11](=[CH:12][C:13]([O:19][CH3:20])=[C:14]([O:17][CH3:18])[CH:15]=4)[CH2:10][CH2:9][N:8]3[CH2:26][C:27]([NH:36][CH2:35][C:34]3[CH:37]=[CH:38][CH:39]=[CH:40][C:33]=3[O:32][CH2:30][CH3:31])=[O:28])=[CH:4][C:3]=2[O:2]1. Reported procedure: prepared by reaction of 1-(3,4-Methylenedioxy-benzyl)-6,7-dimethoxy-1,2,3,4-tetrahydroisoquinoline and 2-bromoacetyl bromide with 2-ethoxy-benzylamine The reactants are CC1=NC=2SC=NC2N2C(=NC(=C12)C)CCC (5,6-dimethyl-8-propyl-3-thia-1,4,7,8a-tetraaza-as-indacene), BrBr (Br2), CC1=NC=2SC=NC2N2C(=NC(=C12)C)CCC (5,6-dimethyl-8-propyl-3-thia-1,4,7,8a-tetraaza-as-indacene). The solvent is C(Cl)(Cl)Cl (CHCl3). Run at time 8 hour. Yields the product BrC1=NC=2N3C(=NC(=C3C(=NC2S1)C)C)CCC (2-Bromo-5,6-dimethyl-8-propyl-3-thia-1,4,7,8a-tetraaza-as-indacene). Isolated yield 30.0%. As a reaction SMILES: [CH3:1][C:2]1[C:13]2[N:9]([C:10]([CH2:15][CH2:16][CH3:17])=[N:11][C:12]=2[CH3:14])[C:8]2[N:7]=[CH:6][S:5][C:4]=2[N:3]=1.[Br:18]Br>C(Cl)(Cl)Cl>[Br:18][C:6]1[S:5][C:4]2[N:3]=[C:2]([CH3:1])[C:13]3[N:9]([C:10]([CH2:15][CH2:16][CH3:17])=[N:11][C:12]=3[CH3:14])[C:8]=2[N:7]=1. Procedure details: To a solution of 5,6-dimethyl-8-propyl-3-thia-1,4,7,8a-tetraaza-as-indacene from example 1 (40 mg, 0.16 mmol) in CHCl3 (10 mL) was added Br2 (78 mg, 0.5 mmol), then the solution was stirred at room temperature overnight to give a brown solution. LC-MS showed 30% of the title compound and 35% of 5,6-dimethyl-8-propyl-3-thia-1,4,7,8a-tetraaza-as-indacene. The reaction mixture was diluted with sat. NaHSO3 solution. The aqueous layer was extracted with DCM (3×10 mL). The combined organic layers were... Starting materials: C(C)OC(=O)C1CCC=2NC3=CC=C(C=C3C2C1)OC (6-methoxy-1,2,3,4-tetrahydrocarbazole-3-carboxylic acid ethyl ester). The reagents and catalysts are [Pd] (palladium). Run in CC=1C=CC(=CC1)C(C)C (p-cymene), ClCCl (dichloromethane). Conditions: temperature 190 celsius. The product is C(C)OC(=O)C=1C=CC=2NC3=CC=C(C=C3C2C1)OC (6-Methoxycarbazole-3-carboxylic acid ethyl ester). As a reaction SMILES: [CH2:1]([O:3][C:4]([CH:6]1[CH2:18][C:17]2[C:16]3[C:11](=[CH:12][CH:13]=[C:14]([O:19][CH3:20])[CH:15]=3)[NH:10][C:9]=2[CH2:8][CH2:7]1)=[O:5])[CH3:2]>CC1C=CC(C(C)C)=CC=1.ClCCl.[Pd]>[CH2:1]([O:3][C:4]([C:6]1[CH:7]=[CH:8][C:9]2[NH:10][C:11]3[C:16]([C:17]=2[CH:18]=1)=[CH:15][C:14]([O:19][CH3:20])=[CH:13][CH:12]=3)=[O:5])[CH3:2]. Procedure: A solution of 6-methoxy-1,2,3,4-tetrahydrocarbazole-3-carboxylic acid ethyl ester (3.29 g, 12.1 mmol) in p-cymene (12 mL) was treated with palladium (10% on carbon, 2.25 g) and heated at 190° C. for 20 hours. The mixture was then cooled, diluted with dichloromethane and filtered over a pad of diatomaceous earth. The filtrate was concentrated in vacuo to a low volume and heptane (200 mL) was added to precipitate the title compound as a white solid (2.78 g). The reactants are IC1=CC=C(C=C1)CC(=O)OCC (ethyl 4-iodophenylacetate), BrC1=CC=C(C=C1)B(O)O ((4-bromophenyl)boronic acid). The product is BrC1=CC=C(C=C1)C1=CC=C(C=C1)CC(=O)OCC (ethyl (4′-bromobiphenyl-4-yl)acetate). Isolated yield 71.0%. Reaction SMILES: I[C:2]1[CH:7]=[CH:6][C:5]([CH2:8][C:9]([O:11][CH2:12][CH3:13])=[O:10])=[CH:4][CH:3]=1.[Br:14][C:15]1[CH:20]=[CH:19][C:18](B(O)O)=[CH:17][CH:16]=1>>[Br:14][C:15]1[CH:20]=[CH:19][C:18]([C:2]2[CH:7]=[CH:6][C:5]([CH2:8][C:9]([O:11][CH2:12][CH3:13])=[O:10])=[CH:4][CH:3]=2)=[CH:17][CH:16]=1. Procedure details: In accordance with Example 11-(1), but using ethyl 4-iodophenylacetate instead of 4-bromobenzyl bromide, and (4-bromophenyl)boronic acid instead of [3-(hydroxymethyl)phenyl]boronic acid, ethyl (4′-bromobiphenyl-4-yl)acetate (yield 71%) was afforded as a white solid. Yield: 95.0%. Product: FC(COC1=CC=C(C=C1)/C=C/C=C/CO)(C(F)F)F ((2E,4E)-5-[4-(2,2,3,3-Tetrafluoropropoxy)phenyl]-2,4-pentadien-1-ol). Procedure details: Ethyl (2E,4E)-5-[4-(2,2,3,3-tetrafluoropropoxy)phenyl]-2,4-pentadienoate was treated with diisobutyl aluminum hydride in the same manner as in Reference example 21 to obtain the title compound having a melting point of 95 to 97° C. in a yield of 95%. Reactants: FC(COC1=CC=C(C=C1)/C=C/C=C/C(=O)OCC)(C(F)F)F (Ethyl (2E,4E)-5-[4-(2,2,3,3-tetrafluoropropoxy)phenyl]-2,4-pentadienoate), [H-].C(C(C)C)[Al+]CC(C)C (diisobutyl aluminum hydride). RXN SMILES: [F:1][C:2]([F:23])([CH:20]([F:22])[F:21])[CH2:3][O:4][C:5]1[CH:10]=[CH:9][C:8](/[CH:11]=[CH:12]/[CH:13]=[CH:14]/[C:15](OCC)=[O:16])=[CH:7][CH:6]=1.[H-].C([Al+]CC(C)C)C(C)C>>[F:1][C:2]([F:23])([CH:20]([F:21])[F:22])[CH2:3][O:4][C:5]1[CH:6]=[CH:7][C:8](/[CH:11]=[CH:12]/[CH:13]=[CH:14]/[CH2:15][OH:16])=[CH:9][CH:10]=1 |f:1.2|. The reactants are S/C(=C(/C#N)\S)/C#N.[Na].[Na] (disodiumdimercaptomaleonitrile), O (water). The solvent is CN(C)C=O (DMF). Run at temperature 20 celsius, time 0.25 hour. The product is O=C1C2=C(C=NN1)SC(=C(S2)C#N)C#N (5,6-Dihydro-5-oxo-1,4-dithiino(2,3-d)-pyridazine-2,3-dicarbonitrile). The yield is 43.0%. Reaction SMILES: [SH:1]/[C:2](/[C:7]#[N:8])=[C:3](\[SH:6])/[C:4]#[N:5].[Na].[Na].[OH2:11]>CN(C=O)C>[O:11]=[C:4]1[NH:5][N:8]=[CH:7][C:2]2[S:1][C:2]([C:7]#[N:8])=[C:3]([C:4]#[N:5])[S:6][C:3]1=2 |f:0.1.2,^1:8,9|. Reported procedure: To a stirred solution of 20 g (0.1 mole) disodiumdimercaptomaleonitrile in 250 ml of DMF was added 16.5 g (0.1 mole) of 4,5-dichloro-3-pyridiazone. The reaction mixture was stirred at room temperature (approximately 20° C.) for 0.25 hours and was thereafter poured with stirring into 1.5 liters of water. The resulting mixture was allowed to stand for four hours during which time a brown precipitate slowly formed. This precipitate was separated by filtration, washed with water, and dried in vacuo ...